Dataset: the Open Reaction Database (ORD), a public repository of structured organic reaction records. Task: describe an organic reaction: reactants, conditions, products, and yield The reactants are C1(=CC=CC2=CC=CC=C12)C(C)O (1-(1-naphthalyl)ethanol), S(=O)(Cl)Cl (thionyl chloride). Run in C1(=CC=CC=C1)C (toluene). The product is C1(=CC=CC2=CC=CC=C12)C(C)Cl (1-(1-Naphthalyl)ethyl chloride). As a reaction SMILES: [C:1]1([CH:11](O)[CH3:12])[C:10]2[C:5](=[CH:6][CH:7]=[CH:8][CH:9]=2)[CH:4]=[CH:3][CH:2]=1.S(Cl)([Cl:16])=O>C1(C)C=CC=CC=1>[C:1]1([CH:11]([Cl:16])[CH3:12])[C:10]2[C:5](=[CH:6][CH:7]=[CH:8][CH:9]=2)[CH:4]=[CH:3][CH:2]=1. Reported procedure: A solution of 1-(1-naphthalyl)ethanol (6.34 g, 38.8 mmol) and thionyl chloride (5.37 ml, 73.6 mmol) in 65 ml of toluene was refluxed for 4 hours. The reaction mixture was evaporated to give the residue as an oil. The residue was dissolved in 150 ml of ethyl acetate, washed successively with 50 ml of water, 50 ml of saturated sodium bicarbonate and 50 ml of brine, and dried over sodium sulfate. The solvent was removed in vacuo to give 3(6.83 g, 97%) as an oil. As a reaction SMILES: [NH2:1][C@H:2]([C:6]1[CH:11]=[CH:10][C:9]([F:12])=[CH:8][CH:7]=1)[C:3]([OH:5])=[O:4].Cl.[CH3:14]O>>[CH3:14][O:4][C:3](=[O:5])[C@H:2]([NH2:1])[C:6]1[CH:11]=[CH:10][C:9]([F:12])=[CH:8][CH:7]=1. Procedure: (R)-Amino-(4-fluoro-phenyl)-acetic acid was treated with HCl gas (8 g) dissolved in methanol at room temperature for 24 hours. The reaction mixture was concentrated and aqueous sodium bicarbonate was added until the pH of the mixture remained basic. The aqueous layer was extracted three times with dichloromethane. The combined extracts were dried (Na2SO4) and concentrated afford the title compound as an oil. 1HNMR (400 MHz, CDCl3)δ 1.90 (br s, 2H), 3.67 (s, 3H), 4.58 (s, 1H), 7.00 (m, 2H), 7.30 ... The reactants are N[C@@H](C(=O)O)C1=CC=C(C=C1)F ((R)-Amino-(4-fluoro-phenyl)-acetic acid), Cl (HCl), CO (methanol). The product is COC([C@@H](C1=CC=C(C=C1)F)N)=O ((R)-Amino-(4-fluoro-phenyl)-acetic acid methyl ester). Reactants: NC1=C(C=CC(=C1)OC)O (2-amino-4-methoxyphenol), C(C)(=O)OC1=CC=C(C=C1)[N+](=O)[O-] (4-nitrophenyl acetate), COC1=CC(=C(C=C1)O)[N+](=O)[O-] (4-methoxy-2-nitrophenol). The product is C(C)(=O)OC1=CC=C(C=C1)N (4-Aminophenyl Acetate). As a reaction SMILES: NC1C=C(OC)C=CC=1O.[C:11]([O:14][C:15]1[CH:20]=[CH:19][C:18]([N+:21]([O-])=O)=[CH:17][CH:16]=1)(=[O:13])[CH3:12].COC1C=CC(O)=C([N+]([O-])=O)C=1>>[C:11]([O:14][C:15]1[CH:20]=[CH:19][C:18]([NH2:21])=[CH:17][CH:16]=1)(=[O:13])[CH3:12]. Procedure details: Compound 55 was prepared in the manner of compound 12 substituting 4-nitrophenyl acetate for compound 11 in part C-1 of Example 1. Starting materials: C(C)(C)N1C(CC(C2=CC(=CC=C12)[N+](=O)[O-])(C)C)=O (N-Isopropyl 4,4,-dimethyl-2-oxo-6-nitroquinoline), C(C)(C)N1C(CC(C2=CC(=CC=C12)[N+](=O)[O-])(C)C)=O (N-Isopropyl 4,4,-dimethyl-2-oxo-6-nitroquinoline). The solvent is CO (CH3OH). Run at time 5 hour. Yields the product C(C)(C)N1C(CC(C2=CC(=CC=C12)N)(C)C)=O (N-Isopropyl 4,4-dimethyl-2-oxo-6-aminoquinoline). As a reaction SMILES: [CH:1]([N:4]1[C:13]2[C:8](=[CH:9][C:10]([N+:14]([O-])=O)=[CH:11][CH:12]=2)[C:7]([CH3:18])([CH3:17])[CH2:6][C:5]1=[O:19])([CH3:3])[CH3:2]>CO>[CH:1]([N:4]1[C:13]2[C:8](=[CH:9][C:10]([NH2:14])=[CH:11][CH:12]=2)[C:7]([CH3:17])([CH3:18])[CH2:6][C:5]1=[O:19])([CH3:3])[CH3:2]. Reported procedure: N-Isopropyl 4,4,-dimethyl-2-oxo-6-nitroquinoline (Compound 40, 220 mg, 0.84 mmol) was dissolved in CH3OH (3 ml). The solution was cleansed by flushing with N2 gas, and thereafter a catalytic amount of 10% Pd/C was added. The resulting mixture was hydrogenated at room temperature for 5 hours. After evaporation of the solvent the title compound was obtained in quantitative yield as a light purple oil. (184.2 mg 94%) 1H NMR d 1.23 (s, 6H), 1.49 (d, J=7.0 Hz, 6H), 2.36 (s, 2H), 4.68 (q, J=7.0 Hz, 1H... Starting materials: COC(=O)Cn1c(C)cc2cc(F)ccc21, O=Cc1ccc(S(=O)(=O)c2ccc(F)cc2)c(F)c1. The product is COC(=O)Cn1c(C)c(Cc2ccc(S(=O)(=O)c3ccc(F)cc3)c(F)c2)c2cc(F)ccc21. Reaction SMILES: [CH3:1][O:2][C:3]([CH2:4][n:5]1[c:6]([CH3:15])[cH:7][c:8]2[cH:9][c:10]([F:14])[cH:11][cH:12][c:13]12)=[O:16].[F:17][c:18]1[cH:19][c:20]([CH:21]=[O:22])[cH:23][cH:24][c:25]1[S:26](=[O:27])(=[O:28])[c:29]1[cH:30][cH:31][c:32]([F:35])[cH:33][cH:34]1>>[CH3:1][O:2][C:3]([CH2:4][n:5]1[c:6]([CH3:15])[c:7]([CH2:21][c:20]2[cH:19][c:18]([F:17])[c:25]([S:26](=[O:27])(=[O:28])[c:29]3[cH:30][cH:31][c:32]([F:35])[cH:33][cH:34]3)[cH:24][cH:23]2)[c:8]2[cH:9][c:10]([F:14])[cH:11][cH:12][c:13]12)=[O:16]. Starting materials: [BH4-], CCO, COc1ccc2c(c1)C(C(=O)N(Cc1ccc(C=O)cc1)c1ccc(C(C)C)cc1)CCC2, [Na+], C1CCOC1. Yields the product COc1ccc2c(c1)C(C(=O)N(Cc1ccc(CO)cc1)c1ccc(C(C)C)cc1)CCC2. Reaction SMILES: [BH4-:34].[CH2:41]([OH:42])[CH3:43].[CH:1](=[O:2])[c:3]1[cH:4][cH:5][c:6]([CH2:9][N:10]([C:11](=[O:12])[CH:13]2[CH2:14][CH2:15][CH2:16][c:17]3[cH:18][cH:19][c:20]([O:23][CH3:24])[cH:21][c:22]32)[c:25]2[cH:26][cH:27][c:28]([CH:31]([CH3:32])[CH3:33])[cH:29][cH:30]2)[cH:7][cH:8]1.[Na+:35].[O:36]1[CH2:37][CH2:38][CH2:39][CH2:40]1>>[CH2:1]([OH:2])[c:3]1[cH:4][cH:5][c:6]([CH2:9][N:10]([C:11](=[O:12])[CH:13]2[CH2:14][CH2:15][CH2:16][c:17]3[cH:18][cH:19][c:20]([O:23][CH3:24])[cH:21][c:22]32)[c:25]2[cH:26][cH:27][c:28]([CH:31]([CH3:32])[CH3:33])[cH:29][cH:30]2)[cH:7][cH:8]1. The reactants are Cl (hydrochloric acid), C1=C(C=CC2=CC=CC=C12)C(=O)NC1=CC=C(CN2N=C(C3=CC=C(C=C23)F)CC(=O)OCC)C=C1 (Ethyl 2-[1-[4-(2-naphthamido)benzyl]-6-fluoro-1H-indazol-3-yl]acetate), O (Water), O.[OH-].[Li+] (lithium hydroxide monohydrate). Run in O1CCCC1 (tetrahydrofuran), aqueous solution. Product: C1=C(C=CC2=CC=CC=C12)C(=O)NC1=CC=C(CN2N=C(C3=CC=C(C=C23)F)CC(=O)O)C=C1 (2-[1-[4-(2-naphthamido)benzyl]-6-fluoro-1H-indazol-3-yl]acetic acid). Isolated yield 85.4%. As a reaction SMILES: [CH:1]1[C:10]2[C:5](=[CH:6][CH:7]=[CH:8][CH:9]=2)[CH:4]=[CH:3][C:2]=1[C:11]([NH:13][C:14]1[CH:36]=[CH:35][C:17]([CH2:18][N:19]2[C:27]3[C:22](=[CH:23][CH:24]=[C:25]([F:28])[CH:26]=3)[C:21]([CH2:29][C:30]([O:32]CC)=[O:31])=[N:20]2)=[CH:16][CH:15]=1)=[O:12].O.[OH-].[Li+].O.Cl>O1CCCC1>[CH:1]1[C:10]2[C:5](=[CH:6][CH:7]=[CH:8][CH:9]=2)[CH:4]=[CH:3][C:2]=1[C:11]([NH:13][C:14]1[CH:15]=[CH:16][C:17]([CH2:18][N:19]2[C:27]3[C:22](=[CH:23][CH:24]=[C:25]([F:28])[CH:26]=3)[C:21]([CH2:29][C:30]([OH:32])=[O:31])=[N:20]2)=[CH:35][CH:36]=1)=[O:12] |f:1.2.3|. Procedure: Ethyl 2-[1-[4-(2-naphthamido)benzyl]-6-fluoro-1H-indazol-3-yl]acetate (205 mg, 0.426 mmol) was dissolved in tetrahydrofuran (15 mL), and in an ice bath 10 mL aqueous solution dissolving lithium hydroxide monohydrate (54 mg, 1.29 mmol) was added. It was reacted at room temperature for 3 h, and the reaction was monitored to be complete by TLC. Water was added into the system, adjusted to pH≈3-4 with diluted hydrochloric acid. A solid precipitated, which was filtered and dried to obtain a white sol... Starting materials: O=C(O)C=Cc1ccccc1C(F)(F)F, CC(F)(F)CCCCn1cc(N)cn1. Product: CC(F)(F)CCCCn1cc(NC(=O)C=Cc2ccccc2C(F)(F)F)cn1. As a reaction SMILES: [F:15][C:16]([c:17]1[c:18]([CH:23]=[CH:24][C:25](=[O:26])[OH:27])[cH:19][cH:20][cH:21][cH:22]1)([F:28])[F:29].[F:1][C:2]([CH2:3][CH2:4][CH2:5][CH2:6][n:7]1[n:8][cH:9][c:10]([NH2:12])[cH:11]1)([CH3:13])[F:14]>>[F:1][C:2]([CH2:3][CH2:4][CH2:5][CH2:6][n:7]1[n:8][cH:9][c:10]([NH:12][C:25]([CH:24]=[CH:23][c:18]2[c:17]([C:16]([F:15])([F:28])[F:29])[cH:22][cH:21][cH:20][cH:19]2)=[O:26])[cH:11]1)([CH3:13])[F:14]. The reactants are ClC1=NC=C(C=C1)Cl (2,5-dichloropyridine), C([O-])([O-])=O.[Na+].[Na+] (sodium carbonate), S1C(=CC2=C1C=CC=C2)B(O)O (benzothiophene-2-boronic acid), C1(=CC=CC=C1)C (toluene). Reagents/catalysts: C=1C=CC(=CC1)[P](C=2C=CC=CC2)(C=3C=CC=CC3)[Pd]([P](C=4C=CC=CC4)(C=5C=CC=CC5)C=6C=CC=CC6)([P](C=7C=CC=CC7)(C=8C=CC=CC8)C=9C=CC=CC9)[P](C=1C=CC=CC1)(C=1C=CC=CC1)C=1C=CC=CC1 (tetrakis(triphenylphosphine)palladium). The solvent is C(C)O (ethanol). Run at time 8 hour. Product: ClC=1C=CC(=NC1)C1=CC2=C(S1)C=CC=C2 (5-chloro-2-(benzo[b]thienyl)pyridine). Isolated yield 56.4%. Reaction SMILES: Cl[C:2]1[CH:7]=[CH:6][C:5]([Cl:8])=[CH:4][N:3]=1.[S:9]1[C:13]2[CH:14]=[CH:15][CH:16]=[CH:17][C:12]=2[CH:11]=[C:10]1B(O)O.C1(C)C=CC=CC=1.C(=O)([O-])[O-].[Na+].[Na+]>C1C=CC([P]([Pd]([P](C2C=CC=CC=2)(C2C=CC=CC=2)C2C=CC=CC=2)([P](C2C=CC=CC=2)(C2C=CC=CC=2)C2C=CC=CC=2)[P](C2C=CC=CC=2)(C2C=CC=CC=2)C2C=CC=CC=2)(C2C=CC=CC=2)C2C=CC=CC=2)=CC=1.C(O)C>[Cl:8][C:5]1[CH:6]=[CH:7][C:2]([C:10]2[S:9][C:13]3[CH:14]=[CH:15][CH:16]=[CH:17][C:12]=3[CH:11]=2)=[N:3][CH:4]=1 |f:3.4.5,^1:37,39,58,77|. Procedure details: In a 500 ml-three-necked flask, 12.6 g (85.2 mM) of 2,5-dichloropyridine, 15.2 g (85.4 mM) of benzothiophene-2-boronic acid, 75 ml of toluene, 37.5 ml of ethanol and 75 ml of 2M-sodium carbonate aqueous solution were placed and stirred at room temperature under nitrogen stream, and 3.06 g (2.64 mM) of tetrakis(triphenylphosphine)palladium (0) was added thereto, followed by refluxing under stirring for 8 hours under nitrogen stream. After the reaction, the reaction mixture was cooled on an ice ba... Reactants: Cl.ClC=1C=C(C=CC1Cl)C1(CCC1)CNC(CN1CCOCC1)=O (N-{[1-(3,4-dichlorophenyl)cyclobutyl]methyl}-2-morpholinoacetamide hydrochloride), base, O (water). The solvent is O1CCCC1 (tetrahydrofuran). The product is O.Cl.Cl.O1CCN(CC1)CCNCC1(CCC1)C1=CC(=C(C=C1)Cl)Cl (N-(2-morpholinoethyl)-[1-(3,4-dichlorophenyl)cyclobutyl]methylamine dihydrochloride monohydrate). RXN SMILES: [ClH:1].[Cl:2][C:3]1[CH:4]=[C:5]([C:10]2([CH2:14][NH:15][C:16](=O)[CH2:17][N:18]3[CH2:23][CH2:22][O:21][CH2:20][CH2:19]3)[CH2:13][CH2:12][CH2:11]2)[CH:6]=[CH:7][C:8]=1[Cl:9].O>O1CCCC1>[OH2:21].[ClH:2].[ClH:1].[O:21]1[CH2:20][CH2:19][N:18]([CH2:17][CH2:16][NH:15][CH2:14][C:10]2([C:5]3[CH:6]=[CH:7][C:8]([Cl:9])=[C:3]([Cl:2])[CH:4]=3)[CH2:11][CH2:12][CH2:13]2)[CH2:23][CH2:22]1 |f:0.1,4.5.6.7|. Procedure: Borane-methyl sulphide complex (2 ml) was added to a refluxing solution of the morpholinoacetamide prepared in a similar manner to that described above in the form of its free base (3.6 g) in dry tetrahydrofuran (20 ml) and the mixture heated under reflux for four hours. The mixture was cooled and water (10 ml) added. Dimethylsulphide and tetrahydrofuran were removed by evaporation and excess 5N hydrochloric acid added. The solution was basified and extracted with ether. Hydrogen chloride gas wa...